From a dataset of the Open Reaction Database (ORD), a public repository of structured organic reaction records. describe an organic reaction: reactants, conditions, products, and yield The reactants are BrC1=CC=C2C=CN=C(C2=C1)Cl (7-Bromo-1-chloroisoquinoline), PdCl2(dppf)DCM, OOS(=O)[O-].[K+] (OXONE), B1(OC(C(O1)(C)C)(C)C)B2OC(C(O2)(C)C)(C)C (bis(pinacolato)diboron), C(C)(=O)[O-].[K+] (potassium acetate). Solvent: O (water), S([O-])(O)(=O)=O.[Na+] (sodium bisulfate), CCOC(=O)C (EtOAc), O1CCOCC1 (dioxane). Run at temperature 100 celsius, time 10 minute. Yields the product ClC1=NC=CC2=CC=C(C=C12)O (1-chloroisoquinolin-7-ol). Isolated yield 94.5%. Reaction SMILES: Br[C:2]1[CH:11]=[C:10]2[C:5]([CH:6]=[CH:7][N:8]=[C:9]2[Cl:12])=[CH:4][CH:3]=1.B1(B2OC(C)(C)C(C)(C)O2)OC(C)(C)C(C)(C)[O:14]1.C([O-])(=O)C.[K+].OOS([O-])=O.[K+]>O1CCOCC1.CCOC(C)=O.O.S(=O)(=O)(O)[O-].[Na+]>[Cl:12][C:9]1[C:10]2[C:5](=[CH:4][CH:3]=[C:2]([OH:14])[CH:11]=2)[CH:6]=[CH:7][N:8]=1 |f:2.3,4.5,9.10|. Procedure details: 7-Bromo-1-chloroisoquinoline (2.0 g, 8.25 mmol), bis(pinacolato)diboron (2.20 g, 8.66 mmol), potassium acetate (2.43 g, 24.7 mmol) and PdCl2(dppf)DCM adduct (0.337 g, 0.412 mmol) were combined under nitrogen in dioxane (40 mL) and heated in an oil bath at 100° C. for 24 h. The reaction mixture was cooled, diluted with EtOAc (100 mL) and washed with 10% aqueous KHSO4. The organic phase was dried over Na2SO4, filtered and concentrated to an oil. The oil was dissolved in acetone (100 mL) and a solu... The reactants are CC(C)(C)N(N)C(=O)c1ccccc1, CCOCC, O=S(=O)(Cl)c1ccccc1, c1ccncc1. Yields the product CC(C)(C)N(NS(=O)(=O)c1ccccc1)C(=O)c1ccccc1. As a reaction SMILES: [C:1]([CH3:2])([CH3:3])([CH3:4])[N:5]([NH2:6])[C:7]([c:8]1[cH:9][cH:10][cH:11][cH:12][cH:13]1)=[O:14].[CH3:31][CH2:32][O:33][CH2:34][CH3:35].[c:15]1([S:21](=[O:22])(=[O:23])[Cl:24])[cH:16][cH:17][cH:18][cH:19][cH:20]1.[cH:25]1[cH:26][cH:27][n:28][cH:29][cH:30]1>>[C:1]([CH3:2])([CH3:3])([CH3:4])[N:5]([NH:6][S:21]([c:15]1[cH:16][cH:17][cH:18][cH:19][cH:20]1)(=[O:22])=[O:23])[C:7]([c:8]1[cH:9][cH:10][cH:11][cH:12][cH:13]1)=[O:14]. Starting materials: CCOc1cc(NC(=O)OC(C)(C)C)c(NC(=O)CC(=O)c2cccc(-c3cccnc3)c2)cc1Cl, ClCCl, O=C(O)C(F)(F)F. Yields the product CCOc1cc2c(cc1Cl)NC(=O)CC(c1cccc(-c3cccnc3)c1)=N2. RXN SMILES: [C:1]([O:2][C:3](=[O:4])[NH:7][c:8]1[c:9]([NH:18][C:19]([CH2:20][C:21](=[O:5])[c:22]2[cH:23][c:24](-[c:28]3[cH:29][n:30][cH:31][cH:32][cH:33]3)[cH:25][cH:26][cH:27]2)=[O:35])[cH:10][c:11]([Cl:17])[c:12]([O:14][CH2:15][CH3:16])[cH:13]1)([CH3:6])([CH3:34])[CH3:36].[Cl:44][CH2:45][Cl:46].[F:37][C:38]([F:39])([F:40])[C:41]([OH:42])=[O:43]>>[N:7]1=[C:21]([c:22]2[cH:23][c:24](-[c:28]3[cH:29][n:30][cH:31][cH:32][cH:33]3)[cH:25][cH:26][cH:27]2)[CH2:20][C:19](=[O:35])[NH:18][c:9]2[c:8]1[cH:13][c:12]([O:14][CH2:15][CH3:16])[c:11]([Cl:17])[cH:10]2. RXN SMILES: [Br:39][CH2:40][CH2:41][CH2:42][CH2:43][O:44][c:45]1[c:46]([CH2:51][CH3:52])[cH:47][cH:48][cH:49][cH:50]1.[OH:1][c:2]1[cH:3][cH:4][c:5]([CH:8]2[CH:9]([O:21][CH2:22][c:23]3[cH:24][cH:25][c:26]4[c:31]([cH:32]3)[N:30]([CH2:33][CH2:34][CH2:35][O:36][CH3:37])[C:29](=[O:38])[CH2:28][CH2:27]4)[CH2:10][N:11]([C:14](=[O:15])[O:16][C:17]([CH3:18])([CH3:19])[CH3:20])[CH2:12][CH2:13]2)[cH:6][cH:7]1>>[O:1]([c:2]1[cH:3][cH:4][c:5]([CH:8]2[CH:9]([O:21][CH2:22][c:23]3[cH:24][cH:25][c:26]4[c:31]([cH:32]3)[N:30]([CH2:33][CH2:34][CH2:35][O:36][CH3:37])[C:29](=[O:38])[CH2:28][CH2:27]4)[CH2:10][N:11]([C:14](=[O:15])[O:16][C:17]([CH3:18])([CH3:19])[CH3:20])[CH2:12][CH2:13]2)[cH:6][cH:7]1)[CH2:40][CH2:41][CH2:42][CH2:43][O:44][c:45]1[c:46]([CH2:51][CH3:52])[cH:47][cH:48][cH:49][cH:50]1. Yields the product CCc1ccccc1OCCCCOc1ccc(C2CCN(C(=O)OC(C)(C)C)CC2OCc2ccc3c(c2)N(CCCOC)C(=O)CC3)cc1. The reactants are CCc1ccccc1OCCCCBr, COCCCN1C(=O)CCc2ccc(COC3CN(C(=O)OC(C)(C)C)CCC3c3ccc(O)cc3)cc21. Reactants: CNCCN(C(CC)CC)CC=1C=C(C(=O)NC=2SC3=C(C2C(=O)NC2=CC=C(C=C2)CCC2=CC=C(C(=O)OC)C=C2)CCCC3)C=CC1 (methyl 4-[2-(4-{[(2-{[3-({[2-(methylamino)ethyl](pentan-3-yl)amino}methyl)benzoyl]amino}-4,5,6,7-tetrahydro-1-benzothiophen-3-yl)carbonyl]amino}phenyl)ethyl]benzoate), C(C)N(C(C)C)C(C)C (N-ethyl-N-isopropylpropan-2-amine), CC1(C(=O)OC(CC1)=O)C (2,2-dimethylglutaric anhydride). Run in C(Cl)Cl (methylene chloride). Conditions: time 1 hour. Yields the product COC(C(CCC(=O)N(CCN(C(CC)CC)CC=1C=C(C(=O)NC=2SC3=C(C2C(=O)NC2=CC=C(C=C2)CCC2=CC=C(C(=O)OC)C=C2)CCCC3)C=CC1)C)(C)C)=O (methyl 4-(2-{4-[({2-[(3-{[{2-[(5-methoxy-4,4-dimethyl-5-oxopentanoyl)(methyl)amino]ethyl}(pentan-3-yl)amino]methyl}benzoyl)amino]-4,5,6,7-tetrahydro-1-benzothiophen-3-yl}carbonyl)amino]phenyl}ethyl)benzoate). RXN SMILES: [CH3:1][NH:2][CH2:3][CH2:4][N:5]([CH2:11][C:12]1[CH:13]=[C:14]([CH:48]=[CH:49][CH:50]=1)[C:15]([NH:17][C:18]1[S:19][C:20]2[CH2:47][CH2:46][CH2:45][CH2:44][C:21]=2[C:22]=1[C:23]([NH:25][C:26]1[CH:31]=[CH:30][C:29]([CH2:32][CH2:33][C:34]2[CH:43]=[CH:42][C:37]([C:38]([O:40][CH3:41])=[O:39])=[CH:36][CH:35]=2)=[CH:28][CH:27]=1)=[O:24])=[O:16])[CH:6]([CH2:9][CH3:10])[CH2:7][CH3:8].[CH2:51](N(C(C)C)C(C)C)C.[CH3:60][C:61]1([CH3:69])[CH2:67][CH2:66][C:65](=[O:68])[O:64][C:62]1=[O:63]>C(Cl)Cl>[CH3:51][O:64][C:62](=[O:63])[C:61]([CH3:69])([CH3:60])[CH2:67][CH2:66][C:65]([N:2]([CH3:1])[CH2:3][CH2:4][N:5]([CH2:11][C:12]1[CH:13]=[C:14]([CH:48]=[CH:49][CH:50]=1)[C:15]([NH:17][C:18]1[S:19][C:20]2[CH2:47][CH2:46][CH2:45][CH2:44][C:21]=2[C:22]=1[C:23]([NH:25][C:26]1[CH:31]=[CH:30][C:29]([CH2:32][CH2:33][C:34]2[CH:35]=[CH:36][C:37]([C:38]([O:40][CH3:41])=[O:39])=[CH:42][CH:43]=2)=[CH:28][CH:27]=1)=[O:24])=[O:16])[CH:6]([CH2:7][CH3:8])[CH2:9][CH3:10])=[O:68]. Procedure details: To a mixture of 220 mg of methyl 4-[2-(4-{[(2-{[3-({[2-(methylamino)ethyl](pentan-3-yl)amino}methyl)benzoyl]amino}-4,5,6,7-tetrahydro-1-benzothiophen-3-yl)carbonyl]amino}phenyl)ethyl]benzoate, 0.20 mL of N-ethyl-N-isopropylpropan-2-amine and 5.0 mL of methylene chloride was added 100 mg of 2,2-dimethylglutaric anhydride under ice cooling, followed by stirring for 1 hour at the same temperature and then for a day at room temperature, and the reaction mixture was concentrated under reduced pressur... Yields the product CCOC(=O)c1coc2cc(O)ccc12. Starting materials: BrB(Br)Br, CCOC(=O)c1coc2cc(OC)ccc12, CCCCCC, CCOC(C)=O, ClCCl. As a reaction SMILES: [B:17]([Br:18])([Br:19])[Br:20].[CH2:1]([CH3:2])[O:3][C:4](=[O:5])[c:6]1[cH:7][o:8][c:9]2[c:10]1[cH:11][cH:12][c:13]([O:15][CH3:16])[cH:14]2.[CH3:21][CH2:22][CH2:23][CH2:24][CH2:25][CH3:26].[CH3:30][CH2:31][O:32][C:33]([CH3:34])=[O:35].[Cl:27][CH2:28][Cl:29]>>[CH2:1]([CH3:2])[O:3][C:4](=[O:5])[c:6]1[cH:7][o:8][c:9]2[c:10]1[cH:11][cH:12][c:13]([OH:15])[cH:14]2. Reaction SMILES: [CH3:28][OH:29].[OH2:27].[c:1]1([S:7][CH2:8][CH2:9][NH:10][CH:11]2[CH2:12][CH2:13][CH:14]([c:17]3[cH:18][c:19]4[c:20]([nH:21][c:22](=[O:24])[o:23]4)[cH:25][cH:26]3)[CH2:15][CH2:16]2)[cH:2][cH:3][cH:4][cH:5][cH:6]1>>[c:1]1([S:7]([CH2:8][CH2:9][NH:10][CH:11]2[CH2:12][CH2:13][CH:14]([c:17]3[cH:18][c:19]4[c:20]([nH:21][c:22](=[O:24])[o:23]4)[cH:25][cH:26]3)[CH2:15][CH2:16]2)=[O:27])[cH:2][cH:3][cH:4][cH:5][cH:6]1. Reactants: CO, O, O=c1[nH]c2ccc(C3CCC(NCCSc4ccccc4)CC3)cc2o1. Yields the product O=c1[nH]c2ccc(C3CCC(NCCS(=O)c4ccccc4)CC3)cc2o1. Reactants: Cc1cc(Br)ccc1S(=O)(=O)NCCN1CCOCC1, Brc1ccccc1, O=S(=O)(Cl)Cl. Yields the product O=S(=O)(NCCN1CCOCC1)c1ccc(Br)cc1. RXN SMILES: [Br:1][c:2]1[cH:3][c:4]([CH3:20])[c:5]([S:8](=[O:9])(=[O:10])[NH:11][CH2:12][CH2:13][N:14]2[CH2:15][CH2:16][O:17][CH2:18][CH2:19]2)[cH:6][cH:7]1.[Br:26][c:27]1[cH:28][cH:29][cH:30][cH:31][cH:32]1.[S:21]([Cl:22])([Cl:23])(=[O:24])=[O:25]>>[Br:1][c:2]1[cH:3][cH:4][c:5]([S:8](=[O:9])(=[O:10])[NH:11][CH2:12][CH2:13][N:14]2[CH2:15][CH2:16][O:17][CH2:18][CH2:19]2)[cH:6][cH:7]1. Reactants: O=C([O-])[O-], C1CCOC1, C=C(C)OC, [K+], [K+], O=S(=O)(c1ccccc1)n1ccc2cc(CO)c(Br)cc21, Cc1ccc(S(=O)(=O)[O-])cc1, c1cc[nH+]cc1. The product is COC(C)(C)OCc1cc2ccn(S(=O)(=O)c3ccccc3)c2cc1Br. Reaction SMILES: [C:44](=[O:45])([O-:46])[O-:47].[CH2:50]1[O:51][CH2:52][CH2:53][CH2:54]1.[CH3:39][O:40][C:41](=[CH2:42])[CH3:43].[K+:48].[K+:49].[c:1]1([S:7](=[O:8])(=[O:9])[n:10]2[cH:11][cH:12][c:13]3[cH:14][c:15]([CH2:20][OH:21])[c:16]([Br:19])[cH:17][c:18]23)[cH:2][cH:3][cH:4][cH:5][cH:6]1.[c:22]1([CH3:23])[cH:24][cH:25][c:26]([S:27]([O-:28])(=[O:29])=[O:30])[cH:31][cH:32]1.[nH+:33]1[cH:34][cH:35][cH:36][cH:37][cH:38]1>>[c:1]1([S:7](=[O:8])(=[O:9])[n:10]2[cH:11][cH:12][c:13]3[cH:14][c:15]([CH2:20][O:21][C:41]([O:40][CH3:39])([CH3:42])[CH3:43])[c:16]([Br:19])[cH:17][c:18]23)[cH:2][cH:3][cH:4][cH:5][cH:6]1. Starting materials: C(CC(=O)OC)(=O)OC (dimethyl malonate), [H-].[Na+] (sodium hydride), Cl (hydrochloric acid), [N+](=O)([O-])C1=CC=C(CBr)C=C1 (4-Nitrobenzyl bromide). Solvent: C1CCOC1 (THF). Reaction conditions: time 30 minute. Product: COC(C(C(=O)OC)CC1=CC=C(C=C1)[N+](=O)[O-])=O (dimethyl(4-nitrobenzyl)malonate). Yield: 68.5%. As a reaction SMILES: [C:1]([O:8][CH3:9])(=[O:7])[CH2:2][C:3]([O:5][CH3:6])=[O:4].[H-].[Na+].[N+:12]([C:15]1[CH:22]=[CH:21][C:18]([CH2:19]Br)=[CH:17][CH:16]=1)([O-:14])=[O:13].Cl>C1COCC1>[CH3:6][O:5][C:3](=[O:4])[CH:2]([CH2:19][C:18]1[CH:21]=[CH:22][C:15]([N+:12]([O-:14])=[O:13])=[CH:16][CH:17]=1)[C:1]([O:8][CH3:9])=[O:7] |f:1.2|. Procedure: To a solution of dimethyl malonate (5.53 g) in THF (100 mL) was added 60% sodium hydride (1.84 g) under ice-cooling, and the mixture was stirred for 30 min. 4-Nitrobenzyl bromide (9.04 g) was added to this mixture under ice-cooling, and the mixture was allowed to warm to room temperature while stirring for 4 hr. The reaction mixture was adjusted to pH=2-3 by the addition of dilute hydrochloric acid, the precipitate was removed by filtration, and the filtrate was extracted with ethyl acetate (200...